From a dataset of the Open Reaction Database (ORD), a public repository of structured organic reaction records. describe an organic reaction: reactants, conditions, products, and yield The reactants are O (water), [H-].[Na+] (Sodium hydride), C(CCCO)O (1,4-butanediol), BrCCC(=O)OC (methyl bromomethylacetate). The solvent is C1CCOC1 (THF). Run at time 1 hour. The product is COC(COCCCCO)=O ((4-hydroxy-butoxy)-acetic acid methyl ester). Isolated yield 16.0%. Reaction SMILES: [H-].[Na+].[CH2:3]([OH:8])[CH2:4][CH2:5][CH2:6][OH:7].BrC[CH2:11][C:12]([O:14][CH3:15])=[O:13].O>C1COCC1>[CH3:15][O:14][C:12](=[O:13])[CH2:11][O:7][CH2:6][CH2:5][CH2:4][CH2:3][OH:8] |f:0.1|. Procedure: Sodium hydride (4.44 g, 60% dispersion in oil, 111 mmol) was added to a solution of 1,4-butanediol (10.0 g, 111 mmol) in THF (200 mL). After stirring 1 h at rt, the mixture was cooled to 0° C. and methyl bromomethylacetate (10.82 mL, 114 mmol) was added and the reaction was allowed to warm to room temperature. After 16 h, water (100 mL) was added and the mixture was extracted with EtOAc (3×100 mL). The combined organic phase was washed with brine (2×100 mL), dried (Na2SO4), filtered and concentr... Run at time 1 hour. The product is BrC1=CC(=C(C=C1)NC1=C(N=CC=2N1C=NC2)C(=O)NOCCO)F (5-(4-Bromo-2-fluorophenylamino)-N-(2-hydroxy-ethoxy)-imidazo[1,5-a]pyrazine-6-carboxamide). As a reaction SMILES: [Br:1][C:2]1[CH:7]=[CH:6][C:5]([NH:8][C:9]2[N:14]3[CH:15]=[N:16][CH:17]=[C:13]3[CH:12]=[N:11][C:10]=2[C:18]([NH:20][O:21][CH2:22][CH2:23][O:24]C=C)=[O:19])=[C:4]([F:27])[CH:3]=1.Cl.O1CCOCC1.C(=O)([O-])[O-].[Na+].[Na+]>CO.ClCCl>[Br:1][C:2]1[CH:7]=[CH:6][C:5]([NH:8][C:9]2[N:14]3[CH:15]=[N:16][CH:17]=[C:13]3[CH:12]=[N:11][C:10]=2[C:18]([NH:20][O:21][CH2:22][CH2:23][OH:24])=[O:19])=[C:4]([F:27])[CH:3]=1 |f:3.4.5|. Reported procedure: A solution of 5-(4-bromo-2-fluorophenylamino)-N-(2-(vinyloxy)ethoxy)-imidazo[1,5-a]pyrazine-6-carboxamide (150 mg, 0.34 mmol) in methanol (4.5 mL) and dichloromethane (8.9 mL) was added 4M HCl in 1,4-dioxane (0.13 mL, 0.5 mmol, 1.5 eq.), and the reaction mixture was stirred at ambient temperature under N2 for 1 h. Solid sodium carbonate (50 mg) was added to the reaction mixture. The reaction mixture was absorbed onto silica and then subjected to flash chromatography (Si-PPC, gradient 0% to 15%, ... Run in CO (methanol), ClCCl (dichloromethane). Reactants: C([O-])([O-])=O.[Na+].[Na+] (sodium carbonate), BrC1=CC(=C(C=C1)NC1=C(N=CC=2N1C=NC2)C(=O)NOCCOC=C)F (5-(4-bromo-2-fluorophenylamino)-N-(2-(vinyloxy)ethoxy)-imidazo[1,5-a]pyrazine-6-carboxamide), Cl (HCl), O1CCOCC1 (1,4-dioxane). Starting materials: C=C(C)C (iso-butene), NaH2PO4.H2O, CC1=C(C=O)C(=CC=C1)COC1=CC(=CC=C1)OCC1=NC2=CC=CC=C2C(N1C)=O (2-Methyl-6-[3-(3-methyl-4-oxo-3,4-dihydro-quinazolin-2-ylmethoxy)-phenoxymethyl]-benzaldehyde), [O-]Cl=O.[Na+] (NaClO2). Solvent: C(C)(=O)OCC (ethyl acetate), O (water), C(C)(C)(C)O (t-butanol), O (water). Run at time 1 hour. Product: CC1=C(C(=O)O)C(=CC=C1)COC1=CC(=CC=C1)OCC1=NC2=CC=CC=C2C(N1C)=O (2-Methyl-6-[3-(3-methyl-4-oxo-3,4-dihydro-quinazolin-2-ylmethoxy)-phenoxymethyl]-benzoic acid). Reaction SMILES: [CH3:1][C:2]1[CH:9]=[CH:8][CH:7]=[C:6]([CH2:10][O:11][C:12]2[CH:17]=[CH:16][CH:15]=[C:14]([O:18][CH2:19][C:20]3[N:29]([CH3:30])[C:28](=[O:31])[C:27]4[C:22](=[CH:23][CH:24]=[CH:25][CH:26]=4)[N:21]=3)[CH:13]=2)[C:3]=1[CH:4]=[O:5].C=C(C)C.[O-:36]Cl=O.[Na+]>C(O)(C)(C)C.O.C(OCC)(=O)C>[CH3:1][C:2]1[CH:9]=[CH:8][CH:7]=[C:6]([CH2:10][O:11][C:12]2[CH:17]=[CH:16][CH:15]=[C:14]([O:18][CH2:19][C:20]3[N:29]([CH3:30])[C:28](=[O:31])[C:27]4[C:22](=[CH:23][CH:24]=[CH:25][CH:26]=4)[N:21]=3)[CH:13]=2)[C:3]=1[C:4]([OH:36])=[O:5] |f:2.3|. Procedure: To a suspension of 2-methyl-6-[3-(3-methyl-4-oxo-3,4-dihydro-quinazolin-2-ylmethoxy)phenoxymethyl]-benzaldehyde (120 mg, 0.28 mmol, example 102) in t-butanol (1.5 mL) is added iso-butene (0.5 mL) followed by NaClO2 (220 mg, tech grade 1.6 mmol) in water (1.5 mL) and NaH2PO4.H2O (220 mg, 1.6 mmol) in water (1.5 mL). This mixture is stirred for 1 h (during which time the solids dissolve) then diluted with ethyl acetate, washed with water and brine, dried over MgSO4 and concentrated. The residue is... Starting materials: NC1=C(CN2C(O[C@@H]([C@@H]2C)C2=CC(=CC(=C2)C(F)(F)F)C(F)(F)F)=O)C=C(C=C1)OC(F)(F)F ((4S,5R)-3-[2-amino-5-(trifluoromethoxy)benzyl]-5-[3,5-bis(trifluoromethyl)phenyl]-4-methyl-1,3-oxazolidin-2-one), N(=O)OC(C)(C)C (t-butyl nitrite), II (I2). Solvent: CCOC(=O)C (EtOAc), C(Cl)(Cl)Cl (CHCl3). Run at time 10 minute. The product is FC(C=1C=C(C=C(C1)C(F)(F)F)[C@@H]1[C@@H](N(C(O1)=O)CC1=C(C=CC(=C1)OC(F)(F)F)I)C)(F)F ((4S,5R)-5-[3,5-bis(trifluoromethyl)phenyl]-3-[2-iodo-5-(trifluoromethoxy)benzyl]-4-methyl-1,3-oxazolidin-2-one). As a reaction SMILES: N[C:2]1[CH:29]=[CH:28][C:27]([O:30][C:31]([F:34])([F:33])[F:32])=[CH:26][C:3]=1[CH2:4][N:5]1[C@@H:9]([CH3:10])[C@@H:8]([C:11]2[CH:16]=[C:15]([C:17]([F:20])([F:19])[F:18])[CH:14]=[C:13]([C:21]([F:24])([F:23])[F:22])[CH:12]=2)[O:7][C:6]1=[O:25].N(OC(C)(C)C)=O.[I:42]I>C(Cl)(Cl)Cl.CCOC(C)=O>[F:22][C:21]([F:24])([F:23])[C:13]1[CH:12]=[C:11]([C@H:8]2[O:7][C:6](=[O:25])[N:5]([CH2:4][C:3]3[CH:26]=[C:27]([O:30][C:31]([F:34])([F:33])[F:32])[CH:28]=[CH:29][C:2]=3[I:42])[C@H:9]2[CH3:10])[CH:16]=[C:15]([C:17]([F:20])([F:19])[F:18])[CH:14]=1. Procedure: To a solution of (4S,5R)-3-[2-amino-5-(trifluoromethoxy)benzyl]-5-[3,5-bis(trifluoromethyl)phenyl]-4-methyl-1,3-oxazolidin-2-one (582 mg, 1.16 mmol) in CHCl3 (35 mL) was added t-butyl nitrite (275 μL, 2.32 mmol). After 10 minutes, I2 (736 mg, 2.9 mmol) was added. The reaction was stirred at room temperature for 30 minutes, and then heated to 65° C. for 2 hours. The reaction was then cooled to room temperature, diluted with EtOAc (150 mL) and washed with aqueous NaHSO3, water, brine, saturated Na... Starting materials: Cl.C(C1=CC=CC=C1)OC1=CC=C(C=C1)NN ([4-(benzyloxy)phenyl]hydrazine hydrochloride), C[Si]([N-][Si](C)(C)C)(C)C.[Na+] (sodium hexamethyldisilazide), O (Water), BrC1=C(C=C(C=C1)OC)CBr (1-bromo-2-(bromomethyl)-4-methoxybenzene). Run in C1CCOC1 (THF), C1CCOC1 (THF). Conditions: time 1 hour. Product: C(C1=CC=CC=C1)OC1=CC=C(C=C1)N(N)CC1=C(C=CC(=C1)OC)Br (1-[4-(benzyloxy)phenyl]-1-(2-bromo-5-methoxybenzyl)hydrazine). The yield is 47.4%. RXN SMILES: Cl.[CH2:2]([O:9][C:10]1[CH:15]=[CH:14][C:13]([NH:16][NH2:17])=[CH:12][CH:11]=1)[C:3]1[CH:8]=[CH:7][CH:6]=[CH:5][CH:4]=1.C[Si](C)(C)[N-][Si](C)(C)C.[Na+].[Br:28][C:29]1[CH:34]=[CH:33][C:32]([O:35][CH3:36])=[CH:31][C:30]=1[CH2:37]Br.O>C1COCC1>[CH2:2]([O:9][C:10]1[CH:11]=[CH:12][C:13]([N:16]([CH2:37][C:30]2[CH:31]=[C:32]([O:35][CH3:36])[CH:33]=[CH:34][C:29]=2[Br:28])[NH2:17])=[CH:14][CH:15]=1)[C:3]1[CH:4]=[CH:5][CH:6]=[CH:7][CH:8]=1 |f:0.1,2.3|. Procedure: To a solution of [4-(benzyloxy)phenyl]hydrazine hydrochloride (2.0 g) in THF (25 mL) was added dropwise a THF solution (1.9 M, 8.4 ml) of sodium hexamethyldisilazide under ice-cooling, and the mixture was stirred at room temperature for 1 hr. To the reaction mixture was added 1-bromo-2-(bromomethyl)-4-methoxybenzene (2.23 g) under ice-cooling, and the mixture was stirred at room temperature for 1 hr. Water was added to the reaction mixture, and the solvent was evaporated under reduced pressure. ... The reactants are NC1=CC=C(C=C1)C1=C(NC2=NC=CC=C21)C(=O)N (3-(4-aminophenyl)-1H-pyrrolo[2,3-b]pyridine-2-carboxamide), FC1=C(C=C(C=C1)C(F)(F)F)N=C=O (2-fluoro-5-(trifluoromethyl)phenyl isocyanate). Run in O1CCCC1 (tetrahydrofuran). Reaction conditions: time 16 hour. The product is FC1=C(C=C(C=C1)C(F)(F)F)NC(NC1=CC=C(C=C1)C1=C(NC2=NC=CC=C21)C(=O)N)=O (3-{4-[3-(2-fluoro-5-trifluoromethylphenyl)ureido]phenyl}-1H-pyrrolo[2,3-b]pyridine-2-carboxamide). RXN SMILES: [NH2:1][C:2]1[CH:7]=[CH:6][C:5]([C:8]2[C:16]3[C:11](=[N:12][CH:13]=[CH:14][CH:15]=3)[NH:10][C:9]=2[C:17]([NH2:19])=[O:18])=[CH:4][CH:3]=1.[F:20][C:21]1[CH:26]=[CH:25][C:24]([C:27]([F:30])([F:29])[F:28])=[CH:23][C:22]=1[N:31]=[C:32]=[O:33]>O1CCCC1>[F:20][C:21]1[CH:26]=[CH:25][C:24]([C:27]([F:30])([F:29])[F:28])=[CH:23][C:22]=1[NH:31][C:32](=[O:33])[NH:1][C:2]1[CH:3]=[CH:4][C:5]([C:8]2[C:16]3[C:11](=[N:12][CH:13]=[CH:14][CH:15]=3)[NH:10][C:9]=2[C:17]([NH2:19])=[O:18])=[CH:6][CH:7]=1. Reported procedure: To a solution of 130 mg of 3-(4-aminophenyl)-1H-pyrrolo[2,3-b]pyridine-2-carboxamide in 5 mL of tetrahydrofuran are added dropwise 85 μL of 2-fluoro-5-(trifluoromethyl)phenyl isocyanate. The reaction mixture is then stirred for 16 hours at room temperature under an argon atmosphere and then concentrated under reduced pressure. The residue obtained is chromatographed on a column of silica (eluent: 9/1 dichloromethane/methanol by volume). The fractions containing the expected product are concentra...